This data is from the Open Reaction Database (ORD), a public repository of structured organic reaction records. The task is: describe an organic reaction: reactants, conditions, products, and yield Reactants: COCC(=O)Cl, CC(N)C(Oc1ccc2c(cnn2-c2ccc(F)cc2)c1)c1ccccc1. Product: COCC(=O)NC(C)C(Oc1ccc2c(cnn2-c2ccc(F)cc2)c1)c1ccccc1. RXN SMILES: [CH3:28][O:29][CH2:30][C:31](=[O:32])[Cl:33].[F:1][c:2]1[cH:3][cH:4][c:5](-[n:8]2[n:9][cH:10][c:11]3[cH:12][c:13]([O:17][CH:18]([CH:19]([CH3:20])[NH2:21])[c:22]4[cH:23][cH:24][cH:25][cH:26][cH:27]4)[cH:14][cH:15][c:16]23)[cH:6][cH:7]1>>[F:1][c:2]1[cH:3][cH:4][c:5](-[n:8]2[n:9][cH:10][c:11]3[cH:12][c:13]([O:17][CH:18]([CH:19]([CH3:20])[NH:21][C:31]([CH2:30][O:29][CH3:28])=[O:32])[c:22]4[cH:23][cH:24][cH:25][cH:26][cH:27]4)[cH:14][cH:15][c:16]23)[cH:6][cH:7]1. Starting materials: FC(C1=CC=C(C=C1)C1=CC(=NO1)CO)(F)F ([5-(4-Trifluoromethyl-phenyl)-isoxazol-3-yl]-methanol), C(C)OC(CC1OC2=CC=C(C=C2CC1)SCC1=NOC(=C1)C1=CC=C(C=C1)C(F)(F)F)=O ({6-[5-(4-Trifluoromethyl-phenyl)-isoxazol-3-ylmethylsulfanyl]-chroman-2-yl}-acetic acid ethyl ester), C(C)OC(CC1OC2=CC=C(C=C2CC1)SCC1=NOC(=C1)C1=CC=C(C=C1)C(F)(F)F)=O ({6-[5-(4-Trifluoromethyl-phenyl)-isoxazol-3-ylmethylsulfanyl]-chroman-2-yl}-acetic acid ethyl ester). The product is FC(C1=CC=C(C=C1)C1=CC(=NO1)CSC=1C=C2CCC(OC2=CC1)CC(=O)O)(F)F ({6-[5-(4-Trifluoromethyl-phenyl)-isoxazol-3-ylmethylsulfanyl]-chroman-2-yl}-acetic acid). Reaction SMILES: FC(F)(F)C1C=CC(C2ON=C(CO)C=2)=CC=1.C([O:20][C:21](=[O:50])[CH2:22][CH:23]1[CH2:32][CH2:31][C:30]2[C:25](=[CH:26][CH:27]=[C:28]([S:33][CH2:34][C:35]3[CH:39]=[C:38]([C:40]4[CH:45]=[CH:44][C:43]([C:46]([F:49])([F:48])[F:47])=[CH:42][CH:41]=4)[O:37][N:36]=3)[CH:29]=2)[O:24]1)C>>[F:48][C:46]([F:47])([F:49])[C:43]1[CH:44]=[CH:45][C:40]([C:38]2[O:37][N:36]=[C:35]([CH2:34][S:33][C:28]3[CH:29]=[C:30]4[C:25](=[CH:26][CH:27]=3)[O:24][CH:23]([CH2:22][C:21]([OH:50])=[O:20])[CH2:32][CH2:31]4)[CH:39]=2)=[CH:41][CH:42]=1. Procedure: The title compound was prepared in a manner analogous to Example 5E using 13B. MS m/z 262 (M+1). Step 4. Preparation of {6-[5-(4-Trifluoromethyl-phenyl)-isoxazol-3-ylmethylsulfanyl]-chroman-2-yl}-acetic acid ethyl ester (Compound 13D) The reactants are C(C)(=O)N[C@H](C(C)(C)S)C(=O)O (N-acetyl-D-penicillamine), FC1=CC=C(C=O)C=C1 (4-fluorobenzaldehyde), Cl (hydrogen chloride). Solvent: CCOCC (ether). Reaction conditions: time 30 minute. The product is C(C)(=O)N1[C@H](SC([C@@H]1C(=O)O)(C)C)C1=CC=C(C=C1)F (3-Acetyl-5,5-dimethyl-2(R)-(4-fluorophenyl)-thiazolidine-4(S)-carboxylic acid). Reaction SMILES: [C:1]([NH:4][C@@H:5]([C:10]([OH:12])=[O:11])[C:6]([SH:9])([CH3:8])[CH3:7])(=[O:3])[CH3:2].[F:13][C:14]1[CH:21]=[CH:20][C:17]([CH:18]=O)=[CH:16][CH:15]=1.Cl>CCOCC>[C:1]([N:4]1[C@@H:5]([C:10]([OH:12])=[O:11])[C:6]([CH3:7])([CH3:8])[S:9][C@@H:18]1[C:17]1[CH:20]=[CH:21][C:14]([F:13])=[CH:15][CH:16]=1)(=[O:3])[CH3:2]. Procedure details: A solution containing 5.74 g (30 mmoles) of N-acetyl-D-penicillamine and 3.2 ml of 4-fluorobenzaldehyde in 20 ml of ether saturated with gaseous hydrogen chloride is stirred. After 5 to 6 minutes an oil separates which becomes crystalline after 30 minutes on rubbing. The precipitate is filtered out and washed with ether to give the title acid in a yield of 7.81 g (87.1%) which can be recrystallized from ethyl acetate, m.p. 144°-146° C., [α]D20 =+206.9°.